Dataset: the Open Reaction Database (ORD), a public repository of structured organic reaction records. Task: describe an organic reaction: reactants, conditions, products, and yield Starting materials: C(=O)C(C(=O)OCC)C(C(=O)OCC)C1=CC=CC=C1 (diethyl 2-formyl-3-phenylbutanedioate), C(C)(C)(C)NS(=O)(=O)C=1C=NC(=CC1)NN (N-tert-butyl-6-hydrazinylpyridine-3-sulfonamide), C(C)(C)(C)NS(=O)(=O)C=1C=CC(=NC1)N1NC=C(C1=O)C(C(=O)OC)C1=CC=CC=C1 (methyl {2-[5-(tert-butylsulfamoyl)pyridin-2-yl]-3-oxo-2,3-dihydro-1H-pyrazol-4-yl}(phenyl)acetate). The product is C(C)(C)(C)NS(=O)(=O)C=1C=CC(=NC1)N1NC=C(C1=O)C(C(=O)OCC)C1=CC=CC=C1 (ethyl {2-[5-(tert-butylsulfamoyl)pyridin-2-yl]-3-oxo-2,3-dihydro-1H-pyrazol-4-yl}-(phenyl)acetate). RXN SMILES: [CH:1]([CH:3]([CH:9]([C:15]1[CH:20]=[CH:19][CH:18]=[CH:17][CH:16]=1)[C:10]([O:12][CH2:13][CH3:14])=[O:11])[C:4]([O:6]CC)=O)=O.[C:21]([NH:25][S:26]([C:29]1[CH:30]=[N:31][C:32]([NH:35][NH2:36])=[CH:33][CH:34]=1)(=[O:28])=[O:27])([CH3:24])([CH3:23])[CH3:22].C(NS(C1C=CC(N2C(=O)C(C(C3C=CC=CC=3)C(OC)=O)=CN2)=NC=1)(=O)=O)(C)(C)C>>[C:21]([NH:25][S:26]([C:29]1[CH:34]=[CH:33][C:32]([N:35]2[C:4](=[O:6])[C:3]([CH:9]([C:15]3[CH:16]=[CH:17][CH:18]=[CH:19][CH:20]=3)[C:10]([O:12][CH2:13][CH3:14])=[O:11])=[CH:1][NH:36]2)=[N:31][CH:30]=1)(=[O:28])=[O:27])([CH3:24])([CH3:22])[CH3:23]. Procedure details: According to the process described in Example 27.2, starting with 2 g (7.19 mmol) of diethyl 2-formyl-3-phenylbutanedioate and 1.75 g (7.19 mmol) of N-tert-butyl-6-hydrazinylpyridine-3-sulfonamide, 3.1 g of methyl {2-[5-(tert-butylsulfamoyl)pyridin-2-yl]-3-oxo-2,3-dihydro-1H-pyrazol-4-yl}(phenyl)acetate are obtained in the form of a powder. Reactants: ClC1=C(C=C(C=C1)Cl)S(=O)(=O)NCC=1C=C(C=CC1)C=1C=C2C(=CNC2=C(C1)C(=O)N)C1CCN(CC1)S(=O)(=O)CC (5-[3-({[(2,5-dichlorophenyl)sulfonyl]amino}methyl)phenyl]-3-[1-(ethylsulfonyl)-4-piperidinyl]-1H-indole-7-carboxamide), ClC1=C(C=C(C=C1)Cl)S(=O)(=O)Cl (2,5-dichlorobenzenesulfonyl chloride). The product is ClC1=C(C=CC=C1)S(=O)(=O)NCC=1C=C(C=CC1)C=1C=C2C(=CNC2=C(C1)C(=O)N)C1CCN(CC1)S(=O)(=O)CC (5-[3-({[(2-chlorophenyl)sulfonyl]amino}methyl)phenyl]-3-[1-(ethylsulfonyl)-4-piperidinyl]-1H-indole-7-carboxamide). The yield is 29.0%. As a reaction SMILES: [Cl:1][C:2]1[CH:7]=[CH:6][C:5](Cl)=[CH:4][C:3]=1[S:9]([NH:12][CH2:13][C:14]1[CH:15]=[C:16]([C:20]2[CH:21]=[C:22]3[C:26](=[C:27]([C:29]([NH2:31])=[O:30])[CH:28]=2)[NH:25][CH:24]=[C:23]3[CH:32]2[CH2:37][CH2:36][N:35]([S:38]([CH2:41][CH3:42])(=[O:40])=[O:39])[CH2:34][CH2:33]2)[CH:17]=[CH:18][CH:19]=1)(=[O:11])=[O:10].ClC1C=CC(Cl)=CC=1S(Cl)(=O)=O>>[Cl:1][C:2]1[CH:7]=[CH:6][CH:5]=[CH:4][C:3]=1[S:9]([NH:12][CH2:13][C:14]1[CH:15]=[C:16]([C:20]2[CH:21]=[C:22]3[C:26](=[C:27]([C:29]([NH2:31])=[O:30])[CH:28]=2)[NH:25][CH:24]=[C:23]3[CH:32]2[CH2:33][CH2:34][N:35]([S:38]([CH2:41][CH3:42])(=[O:39])=[O:40])[CH2:36][CH2:37]2)[CH:17]=[CH:18][CH:19]=1)(=[O:11])=[O:10]. Procedure details: The title compound was prepared according to the general procedure of 5-[3-({[(2,5-dichlorophenyl)sulfonyl]amino}methyl)phenyl]-3-[1-(ethylsulfonyl)-4-piperidinyl]-1H-indole-7-carboxamide substituting 2-chlorobenzenesulfonyl chloride (74 mg, 0.352 mmol) for 2,5-dichlorobenzenesulfonyl chloride. Reaction mixture was then concentrated and purified by Gilson Preparatory HPLC to give 17.3 mg the title compound (29%). Reactants: C(C1=CC=CC=C1)N1C(NCC1)=NC#N (N-(1-benzylimidazolidin-2-ylidene)cyanamide), C(C1=CC=CC=C1)N1S(NCC1)(=O)=O (2-benzyl-1,2,5-thiadiazolidine 1,1-dioxide), BrC=1SC(=C(N1)C)C(=O)NCC=1C=NC=CC1 (2-bromo-4-methyl-N-(pyridin-3-ylmethyl)thiazole-5-carboxamide). Yields the product C(C1=CC=CC=C1)N1CCN(S1(=O)=O)C=1SC(=C(N1)C)C(=O)NCC=1C=NC=CC1 (2-(5-benzyl-1,1-dioxido-1,2,5-thiadiazolidin-2-yl)-4-methyl-N-(pyridin-3-ylmethyl)-1,3-thiazole-5-carboxamide). The yield is 79.0%. Reaction SMILES: C(N1CCNC1=NC#N)C1C=CC=CC=1.[CH2:16]([N:23]1[CH2:27][CH2:26][NH:25][S:24]1(=[O:29])=[O:28])[C:17]1[CH:22]=[CH:21][CH:20]=[CH:19][CH:18]=1.Br[C:31]1[S:32][C:33]([C:37]([NH:39][CH2:40][C:41]2[CH:42]=[N:43][CH:44]=[CH:45][CH:46]=2)=[O:38])=[C:34]([CH3:36])[N:35]=1>>[CH2:16]([N:23]1[S:24](=[O:29])(=[O:28])[N:25]([C:31]2[S:32][C:33]([C:37]([NH:39][CH2:40][C:41]3[CH:42]=[N:43][CH:44]=[CH:45][CH:46]=3)=[O:38])=[C:34]([CH3:36])[N:35]=2)[CH2:26][CH2:27]1)[C:17]1[CH:22]=[CH:21][CH:20]=[CH:19][CH:18]=1. Reported procedure: Following the procedure as described in Example 27, making variations as required to replace N-(1-benzylimidazolidin-2-ylidene)cyanamide with 2-benzyl-1,2,5-thiadiazolidine 1,1-dioxide to react with 2-bromo-4-methyl-N-(pyridin-3-ylmethyl)thiazole-5-carboxamide, the title compound was obtained as a colorless solid in 79% yield: mp 140-142° C. (ethyl acetate/hexanes); 1H NMR (300 MHz, DMSO-d6) δ 8.68 (t, J=5.8 Hz, 1H), 8.49-8.43 (m, 2H), 7.67 (d, J=7.8 Hz, 1H), 7.39-7.28 (m, 6H), 4.37 (d, J=5.8 Hz... The reactants are C(C)(=O)OC1=C(C(=CC(=C1)Br)Cl)OCC1OC1 (5-bromo-3-chloro-2-(oxiran-2-ylmethoxy)phenyl acetate), [OH-].[K+] (KOH), O (Water). Solvent: O1CCOCC1 (dioxane). Conditions: time 2 hour. Product: BrC=1C=C(C2=C(OC(CO2)CO)C1)Cl ((7-BROMO-5-CHLORO-2,3-DIHYDRO-1,4-BENZODIOXIN-2-YL)METHANOL). Yield: 8.9%. As a reaction SMILES: C([O:4][C:5]1[CH:10]=[C:9]([Br:11])[CH:8]=[C:7]([Cl:12])[C:6]=1[O:13][CH2:14][CH:15]1[CH2:17][O:16]1)(=O)C.[OH-].[K+].O>O1CCOCC1>[Br:11][C:9]1[CH:8]=[C:7]([Cl:12])[C:6]2[O:13][CH2:14][CH:15]([CH2:17][OH:16])[O:4][C:5]=2[CH:10]=1 |f:1.2|. Procedure details: To a solution of 5-bromo-3-chloro-2-(oxiran-2-ylmethoxy)phenyl acetate (4.4 g, 13.7 mmol) in dioxane (20 ml) was added KOH (10%, 40 ml) at 0° C. The reaction mixture was stirred at room temperature for 2 hours. Water was added and the solution was extracted with EtOAc: The combined organic phases were washed with brine, dried (Na2SO4) and evaporated to dryness. Purification on flash column chromatography (isooctane/EtOAc) gave the title compound (0.34 g). MS m/z (rel. intensity, 70 eV) 280 (M+, ... The reactants are [OH-].[Na+] (Sodium hydroxide), C(C)(C)(C)OC(=O)N1C(C(NCC1)=O)CC(=O)OCC (2-ethoxycarbonylmethyl-3-oxo-piperazine-1-carboxylic acid tert-butyl ester). Run in CO (methanol). Conditions: time 2.5 hour. The product is C(C)(C)(C)OC(=O)N1C(C(NCC1)=O)CC(=O)O (2-Carboxymethyl-3-oxo-piperazine-1-carboxylic acid tert-butyl ester). Isolated yield 82.9%. As a reaction SMILES: [OH-].[Na+].[C:3]([O:7][C:8]([N:10]1[CH2:15][CH2:14][NH:13][C:12](=[O:16])[CH:11]1[CH2:17][C:18]([O:20]CC)=[O:19])=[O:9])([CH3:6])([CH3:5])[CH3:4]>CO>[C:3]([O:7][C:8]([N:10]1[CH2:15][CH2:14][NH:13][C:12](=[O:16])[CH:11]1[CH2:17][C:18]([OH:20])=[O:19])=[O:9])([CH3:6])([CH3:4])[CH3:5] |f:0.1|. Reported procedure: 1N Sodium hydroxide (11.4 mL, 11.4 mmol) was added to 2-ethoxycarbonylmethyl-3-oxo-piperazine-1-carboxylic acid tert-butyl ester (2.5 g, 8.73 mmol) in methanol (20 mL) at room temperature and then stirred for 2.5 hours. The reaction mixture was concentrated, acidified with 2N HCl to pH˜2 and extracted with dichloromethane (3 times). The organic layer was washed with brine, dried over anhydrous sodium sulfate, filtered and concentrated to afford the titled compound (1.87 g, 83%, white foam solid)... Reactants: O=C1CCN(C(=O)c2ccccc2)CC1, CC(=O)O[BH-](OC(C)=O)OC(C)=O, CC(=O)O, COCC1OC(n2cnc3c(NCC(c4ccccc4)c4ccccc4)nc(CN)nc32)C(O)C1O, [Na+]. The product is COCC1OC(n2cnc3c(NCC(c4ccccc4)c4ccccc4)nc(CNC4CCN(C(=O)c5ccccc5)CC4)nc32)C(O)C1O. As a reaction SMILES: [C:37]([c:38]1[cH:39][cH:40][cH:41][cH:42][cH:43]1)(=[O:44])[N:45]1[CH2:46][CH2:47][C:48](=[O:51])[CH2:49][CH2:50]1.[C:52]([O:53][BH-:54]([O:55][C:56](=[O:57])[CH3:58])[O:59][C:60](=[O:61])[CH3:62])(=[O:63])[CH3:64].[CH3:66][C:67](=[O:68])[OH:69].[NH2:1][CH2:2][c:3]1[n:4][c:5]([NH:22][CH2:23][CH:24]([c:25]2[cH:26][cH:27][cH:28][cH:29][cH:30]2)[c:31]2[cH:32][cH:33][cH:34][cH:35][cH:36]2)[c:6]2[n:7][cH:8][n:9]([CH:12]3[O:13][CH:14]([CH2:19][O:20][CH3:21])[CH:15]([OH:18])[CH:16]3[OH:17])[c:10]2[n:11]1.[Na+:65]>>[NH:1]([CH2:2][c:3]1[n:4][c:5]([NH:22][CH2:23][CH:24]([c:25]2[cH:26][cH:27][cH:28][cH:29][cH:30]2)[c:31]2[cH:32][cH:33][cH:34][cH:35][cH:36]2)[c:6]2[n:7][cH:8][n:9]([CH:12]3[O:13][CH:14]([CH2:19][O:20][CH3:21])[CH:15]([OH:18])[CH:16]3[OH:17])[c:10]2[n:11]1)[CH:48]1[CH2:47][CH2:46][N:45]([C:37]([c:38]2[cH:39][cH:40][cH:41][cH:42][cH:43]2)=[O:44])[CH2:50][CH2:49]1. Starting materials: C1(CCCCC1)CCC[C@H](CC(=O)OC(C)(C)C)C1=NC(=NO1)C(=O)N1CCN(CC1)C (tert-butyl (3R)-6-cyclohexyl-3-{3-[(4-methyl-1-piperazinyl)carbonyl]-1,2,4-oxadiazol-5-yl}hexanoate), FC(C(=O)O)(F)F (trifluoroacetic acid). Run in ClCCl (dichloromethane). Conditions: time 17 hour. The product is FC(C(=O)O)(F)F.C1(CCCCC1)CCC[C@H](CC(=O)O)C1=NC(=NO1)C(=O)N1CCN(CC1)C ((3R)-6-Cyclohexyl-3-{3-[(4-methyl-1-piperazinyl)carbonyl]-1,2,4-oxadiazol-5-yl}hexanic Acid Trifluoroacetate). RXN SMILES: [CH:1]1([CH2:7][CH2:8][CH2:9][C@@H:10]([C:19]2[O:23][N:22]=[C:21]([C:24]([N:26]3[CH2:31][CH2:30][N:29]([CH3:32])[CH2:28][CH2:27]3)=[O:25])[N:20]=2)[CH2:11][C:12]([O:14]C(C)(C)C)=[O:13])[CH2:6][CH2:5][CH2:4][CH2:3][CH2:2]1.[F:33][C:34]([F:39])([F:38])[C:35]([OH:37])=[O:36]>ClCCl>[F:33][C:34]([F:39])([F:38])[C:35]([OH:37])=[O:36].[CH:1]1([CH2:7][CH2:8][CH2:9][C@@H:10]([C:19]2[O:23][N:22]=[C:21]([C:24]([N:26]3[CH2:31][CH2:30][N:29]([CH3:32])[CH2:28][CH2:27]3)=[O:25])[N:20]=2)[CH2:11][C:12]([OH:14])=[O:13])[CH2:6][CH2:5][CH2:4][CH2:3][CH2:2]1 |f:3.4|. Procedure: A solution of tert-butyl (3R)-6-cyclohexyl-3-{3-[(4-methyl-1-piperazinyl)carbonyl]-1,2,4-oxadiazol-5-yl}hexanoate (Preparation 23) (312 mg, 0.70 mmol) in dichloromethane (4 ml) was treated with trifluoroacetic acid (1 ml) and the resulting mixture was stirred at room temperature under a nitrogen atmosphere for 17 hours. The solvent was removed under reduced pressure and the residue azeotroped from toluene to afford the title compound as a white foam (320 mg). The reactants are ClC1=CC(=CC=2C(C3=CC=CC=C3C12)=O)OC (4-chloro-2-methoxy-9H-fluoren-9-one), CN1C(CCC1)=O (N-methylpyrrolidone), Cl.N1=CC=CC=C1 (pyridine hydrochloride). Solvent: O (water), O (water). Reaction conditions: temperature 90 celsius, time 2 hour. The product is ClC1=CC(=CC=2C(C3=CC=CC=C3C12)=O)O (4-Chloro-2-hydroxy-9H-fluoren-9-one). Yield: 56.0%. As a reaction SMILES: [Cl:1][C:2]1[C:14]2[C:13]3[C:8](=[CH:9][CH:10]=[CH:11][CH:12]=3)[C:7](=[O:15])[C:6]=2[CH:5]=[C:4]([O:16]C)[CH:3]=1.CN1CCCC1=O.Cl.N1C=CC=CC=1>O>[Cl:1][C:2]1[C:14]2[C:13]3[C:8](=[CH:9][CH:10]=[CH:11][CH:12]=3)[C:7](=[O:15])[C:6]=2[CH:5]=[C:4]([OH:16])[CH:3]=1 |f:2.3|. Procedure: Under an argon atmosphere, to 4-chloro-2-methoxy-9H-fluoren-9-one (92.0 g) were added N-methylpyrrolidone (120 ml) and pyridine hydrochloride (144 g). The reaction mixture was stirred at an oil bath temperature of 200° C. for 3 hr with removing water by a Dean-Stark apparatus. The reaction mixture was cooled to 90° C., water (600 ml) was added dropwise, and the mixture was stirred at room temperature for 2 hr. The precipitated solid was collected by filtration, and washed with water (400 ml). Th... Reactants: c1(ccccc1)S(O)(=O)=O, n1c(nc2c(c1c1cnc(nc1)N)CCN2[C@]1(CCN(C1)C(C(C)(C)N)=O)C)N1CCOCC1. Reagents/catalysts: c1ccc(cc1)-c2c3ccccc3cc4ccccc24 (9-Phenylanthracene). Run in C1CCOC1 (THF). Run at temperature 80 celsius, time 18 hour. Yields the product CC(C)(N)C(=O)N1CC[C@@](C)(C1)N2CCc3c2nc(nc3c4cnc(N)nc4)N5CCOCC5. Reaction SMILES: [CH3:1][C:2]([C:5]([N:7]1[CH2:12][C@:10]([N:13]2[c:17]3[c:16]([c:21]([c:22]4[cH:28][n:27][c:25]([NH2:26])[n:24][cH:23]4)[n:20][c:19]([N:29]5[CH2:34][CH2:33][O:32][CH2:31][CH2:30]5)[n:18]3)[CH2:15][CH2:14]2)([CH3:11])[CH2:9][CH2:8]1)=[O:6])([NH2:4])[CH3:3].OS(c1ccccc1)(=O)=O>>[CH3:1][C:2]([C:5]([N:7]1[CH2:12][C@:10]([N:13]2[c:17]3[c:16]([c:21]([c:22]4[cH:28][n:27][c:25]([NH2:26])[n:24][cH:23]4)[n:20][c:19]([N:29]5[CH2:34][CH2:33][O:32][CH2:31][CH2:30]5)[n:18]3)[CH2:15][CH2:14]2)([CH3:11])[CH2:9][CH2:8]1)=[O:6])([NH2:4])[CH3:3]. Reactants: Nc1ccc(COCC2CC2)cn1, O=S(=O)(Cl)c1cccc(Cl)c1. Product: O=S(=O)(Nc1ccc(COCC2CC2)cn1)c1cccc(Cl)c1. As a reaction SMILES: [CH:1]1([CH2:4][O:5][CH2:6][c:7]2[cH:8][cH:9][c:10]([NH2:13])[n:11][cH:12]2)[CH2:2][CH2:3]1.[Cl:14][c:15]1[cH:16][c:17]([S:21](=[O:22])(=[O:23])[Cl:24])[cH:18][cH:19][cH:20]1>>[CH:1]1([CH2:4][O:5][CH2:6][c:7]2[cH:8][cH:9][c:10]([NH:13][S:21]([c:17]3[cH:16][c:15]([Cl:14])[cH:20][cH:19][cH:18]3)(=[O:22])=[O:23])[n:11][cH:12]2)[CH2:2][CH2:3]1.